describe an organic reaction: reactants, conditions, products, and yield From a dataset of the Open Reaction Database (ORD), a public repository of structured organic reaction records. The reactants are COC(C1=C(C=C(C=C1)OC(F)(F)F)OC)=O (2-Methoxy-4-trifluoromethoxy-benzoic acid methyl ester), Cl (hydrochloric acid), [OH-].[Li+] (lithium hydroxide). The solvent is O1CCCC1 (tetrahydrofuran), O (water). Run at temperature 60 celsius, time 2 hour. The product is COC1=C(C(=O)O)C=CC(=C1)OC(F)(F)F (2-methoxy-4-trifluoromethoxy-benzoic acid). Yield: 93.0%. As a reaction SMILES: C[O:2][C:3](=[O:17])[C:4]1[CH:9]=[CH:8][C:7]([O:10][C:11]([F:14])([F:13])[F:12])=[CH:6][C:5]=1[O:15][CH3:16].[OH-].[Li+].Cl>O1CCCC1.O>[CH3:16][O:15][C:5]1[CH:6]=[C:7]([O:10][C:11]([F:12])([F:13])[F:14])[CH:8]=[CH:9][C:4]=1[C:3]([OH:17])=[O:2] |f:1.2|. Reported procedure: 590 mg 2-Methoxy-4-trifluoromethoxy-benzoic acid methyl ester was dissolved in a mixture of 30 ml tetrahydrofuran and 10 ml water. 367 mg lithium hydroxide were added and the reaction mixture stirred at 60° C. for two hours. The cooled reaction mixture was acidified by dropwise addition of concentrated hydrochloric acid, then the mixture was extracted three times with portions of 80 ml ethyl acetate. The combined organic layers were dried over MgSO4. The solvent was removed in vacuo to obtain 51... Starting materials: C(C1=CC=CC=C1)OC(=O)N1CCC(CC1)COC1=CC=C2CCN(CC2=C1)C(NC(=O)OC(C)(C)C)=NC(=O)OC(C)(C)C (4-[2-(N,N′-Di-tert-butoxycarbonylamidino)-1,2,3,4-tetrahydroisoquinolin-7-yloxymethyl]piperidine-1-carboxylic acid benzyl ester). Reagents/catalysts: [C].[Pd] (palladium carbon). Solvent: O1CCCC1 (tetrahydrofuran), C(C)O (ethanol). Product: C(C)(C)(C)OC(=O)NC(=NC(=O)OC(C)(C)C)N1CC2=CC(=CC=C2CC1)OCC1CCNCC1 (N,N′-Di-tert-Butoxycarbonyl-7-(piperidin-4-ylmethoxy)-1,2,3,4-tetrahydroisoquinoline-2-carboxamidine). The yield is 207.7%. RXN SMILES: C(OC([N:11]1[CH2:16][CH2:15][CH:14]([CH2:17][O:18][C:19]2[CH:28]=[C:27]3[C:22]([CH2:23][CH2:24][N:25]([C:29](=[N:38][C:39]([O:41][C:42]([CH3:45])([CH3:44])[CH3:43])=[O:40])[NH:30][C:31]([O:33][C:34]([CH3:37])([CH3:36])[CH3:35])=[O:32])[CH2:26]3)=[CH:21][CH:20]=2)[CH2:13][CH2:12]1)=O)C1C=CC=CC=1>O1CCCC1.C(O)C.[C].[Pd]>[C:42]([O:41][C:39]([NH:38][C:29]([N:25]1[CH2:24][CH2:23][C:22]2[C:27](=[CH:28][C:19]([O:18][CH2:17][CH:14]3[CH2:15][CH2:16][NH:11][CH2:12][CH2:13]3)=[CH:20][CH:21]=2)[CH2:26]1)=[N:30][C:31]([O:33][C:34]([CH3:37])([CH3:36])[CH3:35])=[O:32])=[O:40])([CH3:43])([CH3:44])[CH3:45] |f:3.4|. Procedure details: 4-[2-(N,N′-Di-tert-butoxycarbonylamidino)-1,2,3,4-tetrahydroisoquinolin-7-yloxymethyl]piperidine-1-carboxylic acid benzyl ester (500 mg) was hydrogenated using 7.5% palladium carbon (150 mg) in a mixture of tetrahydrofuran (5 ml) and ethanol (100 ml) at 3 atm over 3 hours. After completion of the reaction, the reaction mixture was filtered through celite, and the solvent was evaporated. The residue was dried under reduced pressure to give the title compound (815 mg). Reactants: C(C)(C)(C)N(NC(C1=CC=CC=C1)=O)C(C1=CC=CC=C1)=O (N'-t-butyl-N,N'-dibenzoylhydrazine), [H-].[Na+] (sodium hydride), Cl (HCl), [Br-] (bromide). The solvent is CN(C)C=O (DMF), O (water). Run at time 0.5 hour. Yields the product C(C1=CC=CC=C1)N(N(C(C1=CC=CC=C1)=O)C(C)(C)C)C(C1=CC=CC=C1)=O (N-benzyl-N'-t-butyl-N,N'-dibenzoylhydrazine). Reaction SMILES: [C:1]([N:5]([C:15](=[O:22])[C:16]1[CH:21]=[CH:20][CH:19]=[CH:18][CH:17]=1)[NH:6][C:7](=[O:14])[C:8]1[CH:13]=[CH:12][CH:11]=[CH:10][CH:9]=1)([CH3:4])([CH3:3])[CH3:2].[H-].[Na+].[Br-].Cl>CN(C=O)C.O>[CH2:7]([N:6]([C:7](=[O:14])[C:8]1[CH:13]=[CH:12][CH:11]=[CH:10][CH:9]=1)[N:5]([C:1]([CH3:4])([CH3:2])[CH3:3])[C:15](=[O:22])[C:16]1[CH:17]=[CH:18][CH:19]=[CH:20][CH:21]=1)[C:8]1[CH:13]=[CH:12][CH:11]=[CH:10][CH:9]=1 |f:1.2|. Procedure details: To a stirred solution of N'-t-butyl-N,N'-dibenzoylhydrazine (2 g, 0.006M) in DMF (25 ml) at room temperature under nitrogen was added portionwise sodium hydride (60% oil dispersion) (0.3 g, 0.007M). The mixture was stirred at room temperature for 0.5 hours, and thenbenzyl bromide (1.2 g, 0.007M) was added dropwise. The reaction mixture was warmed to 60° C. and allowed to stir for 2 hours. The mixture was then diluted with water (50 ml), neutralized with 1% HCl, and the product extracted into met... Starting materials: C(C)(C)(C)OC(=O)N1[C@@H](CC(C1)=NOC)C(=O)O ((2S,4EZ)-1-(tert-butoxycarbonyl)-4-(methoxyimino)-2-pyrrolidinecarboxylic acid), CC1=C(C(=CC=C1)C)C1=CC=C(C=C1)C(=O)O (2′,6′-dimethyl[1,1′-biphenyl]-4-carboxylic acid), NCC(O)C=1C=C(C=CC1)O (3-[(1RS)-2-amino-1-hydroxyethyl]phenol). Product: OC(CNC(=O)[C@H]1N(CC(C1)=NOC)C(=O)C1=CC=C(C=C1)C1=C(C=CC=C1C)C)C1=CC(=CC=C1)O ((2S,4EZ)-N-[(2RS)-2 hydroxy-2-(3-hydroxyphenyl)ethyl]-4-(methoxy-imino)-1-[(2′,6′-dimethyl[1,1′-biphenyl]-4-yl)carbonyl]-2-pyrrolidinecarboxamide). RXN SMILES: C(O[C:6]([N:8]1[CH2:12][C:11](=[N:13][O:14][CH3:15])[CH2:10][C@H:9]1[C:16]([OH:18])=O)=[O:7])(C)(C)C.[CH3:19][C:20]1[CH:25]=[CH:24][CH:23]=[C:22]([CH3:26])[C:21]=1[C:27]1[CH:32]=[CH:31][C:30](C(O)=O)=[CH:29][CH:28]=1.[NH2:36][CH2:37][CH:38]([C:40]1[CH:41]=[C:42]([OH:46])[CH:43]=[CH:44][CH:45]=1)[OH:39]>>[OH:39][CH:38]([C:40]1[CH:45]=[CH:44][CH:43]=[C:42]([OH:46])[CH:41]=1)[CH2:37][NH:36][C:16]([C@@H:9]1[CH2:10][C:11](=[N:13][O:14][CH3:15])[CH2:12][N:8]1[C:6]([C:30]1[CH:29]=[CH:28][C:27]([C:21]2[C:22]([CH3:26])=[CH:23][CH:24]=[CH:25][C:20]=2[CH3:19])=[CH:32][CH:31]=1)=[O:7])=[O:18]. Procedure details: Following the general method as outlined in Example 22, starting from (2S,4EZ)-1-(tert-butoxycarbonyl)-4-(methoxyimino)-2-pyrrolidinecarboxylic acid, 2′,6′-dimethyl[1,1′-biphenyl]-4-carboxylic acid, and 3-[(1RS)-2-amino-1-hydroxyethyl]phenol, the title compound was obtained in 87% purity by HPLC. MS(ESI+): m/z=502. The yield is 72.0%. Run at time 2 hour. Reaction SMILES: [NH2:1][CH2:2][CH2:3][C:4]1[CH:9]=[CH:8][C:7]([OH:10])=[CH:6][CH:5]=1.[CH:11](=O)[CH3:12].[BH3-]C#N.[Na+].C(NCC)C>C1(C)C=CC=CC=1.CO>[CH2:11]([NH:1][CH2:2][CH2:3][C:4]1[CH:9]=[CH:8][C:7]([OH:10])=[CH:6][CH:5]=1)[CH3:12] |f:2.3|. The solvent is C1(=CC=CC=C1)C (toluene), CO (MeOH). Starting materials: C(C)NCC (diethylamine), NCCC1=CC=C(C=C1)O (tyramine), C(C)=O (acetaldehyde), [BH3-]C#N.[Na+] (NaBH3CN). Procedure details: To a stirring solution of tyramine (1 mM, 137 mg) and MeOH (5 mL) was added acetaldehyde in excess. Then excess NaBH3CN (1 mM, 62.8 mg) was added and the mixture stirred for 2 hours at r.t. After evaporating the solvent, methylene chloride (5 mL) was added and mixture was washed with H2O (3×5 mL). The mixture was dried over MgSO4, filtered, and evaporated to give the product in 72% yield as an orange oil. TLC (toluene:diethylamine, 4:1 v/v): RF=0.5. 1H NMR, δ: 9.48 (s, 1H), 7.14 (d, 2H), 6.70 (d... The product is C(C)NCCC1=CC=C(C=C1)O (4-(2-(ethylamino)ethyl)phenol).